From a dataset of the Open Reaction Database (ORD), a public repository of structured organic reaction records. describe an organic reaction: reactants, conditions, products, and yield The reactants are ClCCl, CCCCCCCCCC=O, O=S(=O)(Cl)Cl. Product: CCCCCCCCC(Cl)C=O. RXN SMILES: [CH2:17]([Cl:18])[Cl:19].[CH:1]([CH2:2][CH2:3][CH2:4][CH2:5][CH2:6][CH2:7][CH2:8][CH2:9][CH3:10])=[O:11].[S:12]([Cl:13])(=[O:14])([Cl:15])=[O:16]>>[CH:1]([CH:2]([CH2:3][CH2:4][CH2:5][CH2:6][CH2:7][CH2:8][CH2:9][CH3:10])[Cl:15])=[O:11].